describe an organic reaction: reactants, conditions, products, and yield From a dataset of the Open Reaction Database (ORD), a public repository of structured organic reaction records. The reactants are C(#N)C(C(=O)OCC(CCCC)CC)=C(C1=CC=CC=C1)C1=CC=CC=C1 (2-ethylhexyl α-cyano-β-phenylcinnamate), CCCCC(CC)COC(=O)C=1C=CC=CC1O (Uvinul). Yields the product C(C=CC1=CC=CC=C1)(=O)OCC1=CC=CC=C1 (benzyl cinnamate). Reaction SMILES: C([C:3](=[C:15]([C:22]1[CH:27]=[CH:26][CH:25]=[CH:24][CH:23]=1)C1C=CC=CC=1)[C:4]([O:6][CH2:7][CH:8]([CH2:13][CH3:14])[CH2:9][CH2:10][CH2:11]C)=[O:5])#N.CCCCC(COC(C1C=CC=CC=1O)=O)CC>>[C:4]([O:6][CH2:7][C:8]1[CH:9]=[CH:10][CH:11]=[CH:14][CH:13]=1)(=[O:5])[CH:3]=[CH:15][C:22]1[CH:23]=[CH:24][CH:25]=[CH:26][CH:27]=1. Reported procedure: 2-ethylhexyl α-cyano-β-phenylcinnamate, sold under the trade name Uvinul N 539 Yield: 48.8%. Reaction SMILES: [CH3:1][C:2]([O:5][C:6]([NH:8][C:9]([O:11][C:12]([CH3:15])([CH3:14])[CH3:13])=[O:10])=[O:7])([CH3:4])[CH3:3].CC(C)([O-])C.[K+].I[CH2:23][CH2:24][O:25][CH2:26][CH2:27][O:28][CH2:29][CH2:30][O:31][C:32]1[CH:37]=[CH:36][C:35]([C:38](=[O:42])[CH2:39][CH2:40][CH3:41])=[CH:34][CH:33]=1.C(OCC)(=O)C>CN(C=O)C>[C:38]([C:35]1[CH:36]=[CH:37][C:32]([O:31][CH2:30][CH2:29][O:28][CH2:27][CH2:26][O:25][CH2:24][CH2:23][N:8]([C:9]([O:11][C:12]([CH3:15])([CH3:14])[CH3:13])=[O:10])[C:6]([O:5][C:2]([CH3:1])([CH3:3])[CH3:4])=[O:7])=[CH:33][CH:34]=1)(=[O:42])[CH2:39][CH2:40][CH3:41] |f:1.2|. Product: C(CCC)(=O)C1=CC=C(OCCOCCOCCN(C(=O)OC(C)(C)C)C(=O)OC(C)(C)C)C=C1 ((2-(2-(2-(4-Butyrylphenoxy)ethoxy)ethoxy)ethyl)imidodicarbonic acid, 1,3-bis-tert-butyl ester). Reactants: C(C)(=O)OCC (ethyl acetate), CC(C)(C)OC(=O)NC(=O)OC(C)(C)C (Di-tert-butyliminodicarboxylate), CC(C)([O-])C.[K+] (potassium tert-butoxide), ICCOCCOCCOC1=CC=C(C=C1)C(CCC)=O (1-(4-(2-(2-(2-Iodoethoxy)ethoxy)ethoxy)phenyl)butan-1-one). Run in CN(C)C=O (DMF). Reported procedure: Di-tert-butyliminodicarboxylate (3.05 g, 14.07 mmol) and potassium tert-butoxide (1.58 g, 14.07 mmol) were stirred in DMF (50 mL) for 15 minutes followed by the addition of 1-(4-(2-(2-(2-iodoethoxy)ethoxy)ethoxy)phenyl)butan-1-one (43; 3.81 g, 9.38 mmol). The resulting mixture was stirred under nitrogen for 18 hours, and then poured into 200 mL of ethyl acetate. This solution was washed with water (2×) and sat. brine, dried over sodium sulfate, and concentrated to afford a liquid that was purifi... Conditions: time 18 hour. The solvent is C1CCOC1 (THF), C1CCOC1 (THF). As a reaction SMILES: [Br-].[C:2]([CH:4](C)[CH2:5]C[P+](C1C=CC=CC=1)(C1C=CC=CC=1)C1C=CC=CC=1)#[N:3].[Na].C[Si]([N-][Si](C)(C)C)(C)C.[C:37]([O:41][C:42]([NH:44][C:45]([CH3:52])([CH:50]=O)[C:46]([O:48][CH3:49])=[O:47])=[O:43])([CH3:40])([CH3:39])[CH3:38]>C1COCC1>[C:37]([O:41][C:42]([NH:44][C:45]([CH3:52])(/[CH:50]=[CH:5]\[CH2:4][C:2]#[N:3])[C:46]([O:48][CH3:49])=[O:47])=[O:43])([CH3:40])([CH3:39])[CH3:38] |f:0.1,^1:26|. Conditions: time 10 minute. Product: crude product, C(C)(C)(C)OC(=O)NC(C(=O)OC)(\C=C/CC#N)C (Methyl (3Z)-2-[(tert-butoxycarbonyl)amino]-5-cyano-2-methylpent-3-enoate). Procedure details: 3-Cyanobutyltriphenylphosphonium bromide (0.990 g, 0.0025 mol) is taken up in dry THF (30 mL) and purged with argon. To this sodium is added bis(trimethylsilyl)amide (3 mL 1.0M solution in THF, 0.003 mol) at 20° C. to 25° C. and the reaction mixture is stirred at this temperature for 10 min. After a yellow color change is observed, a solution of the methyl 2-[(tert-butoxycarbonyl)amino]-2-methyl-3-oxopropanoate product of Example 1c (578 mg, 0.0025 mol) in THF (20 mL) is then added and the react... The reactants are C(C)(C)(C)OC(=O)NC(C(=O)OC)(C=O)C (methyl 2-[(tert-butoxycarbonyl)amino]-2-methyl-3-oxopropanoate), [Br-].C(#N)C(CC[P+](C1=CC=CC=C1)(C1=CC=CC=C1)C1=CC=CC=C1)C (3-Cyanobutyltriphenylphosphonium bromide), [Na] (sodium), C[Si](C)(C)[N-][Si](C)(C)C (bis(trimethylsilyl)amide). Reactants: CCCCCCC(C(=O)OCC)n1cnc(NC(=O)C(CC)(c2ccccc2)c2ccccc2)c1, CO, [Na+], [OH-]. Product: CCCCCCC(C(=O)O)n1cnc(NC(=O)C(CC)(c2ccccc2)c2ccccc2)c1. As a reaction SMILES: [CH2:1]([CH3:2])[O:3][C:4]([CH:5]([n:6]1[cH:7][n:8][c:9]([NH:11][C:12]([C:13]([CH2:14][CH3:15])([c:16]2[cH:17][cH:18][cH:19][cH:20][cH:21]2)[c:22]2[cH:23][cH:24][cH:25][cH:26][cH:27]2)=[O:28])[cH:10]1)[CH2:29][CH2:30][CH2:31][CH2:32][CH2:33][CH3:34])=[O:35].[CH3:38][OH:39].[Na+:37].[OH-:36]>>[O:3]=[C:4]([CH:5]([n:6]1[cH:7][n:8][c:9]([NH:11][C:12]([C:13]([CH2:14][CH3:15])([c:16]2[cH:17][cH:18][cH:19][cH:20][cH:21]2)[c:22]2[cH:23][cH:24][cH:25][cH:26][cH:27]2)=[O:28])[cH:10]1)[CH2:29][CH2:30][CH2:31][CH2:32][CH2:33][CH3:34])[OH:35]. Starting materials: C1COCCO1, CS(=O)(=O)c1ccc(B(O)O)cc1, CCOC(C)=O, CC(Nc1nc(Cl)cc(Nc2cnccn2)n1)c1ccc(F)cc1, [Na+], [Na+], O=C([O-])[O-], O, c1ccc(P(c2ccccc2)(c2ccccc2)[Pd](P(c2ccccc2)(c2ccccc2)c2ccccc2)(P(c2ccccc2)(c2ccccc2)c2ccccc2)P(c2ccccc2)(c2ccccc2)c2ccccc2)cc1. Product: CC(Nc1nc(Nc2cnccn2)cc(-c2ccc(S(C)(=O)=O)cc2)n1)c1ccc(F)cc1. As a reaction SMILES: [CH2:44]1[O:45][CH2:46][CH2:47][O:48][CH2:49]1.[CH3:25][S:26](=[O:27])(=[O:28])[c:29]1[cH:30][cH:31][c:32]([B:35]([OH:36])[OH:37])[cH:33][cH:34]1.[CH3:50][CH2:51][O:52][C:53](=[O:54])[CH3:55].[Cl:1][c:2]1[cH:3][c:4]([NH:18][c:19]2[n:20][cH:21][cH:22][n:23][cH:24]2)[n:5][c:6]([NH:8][CH:9]([CH3:10])[c:11]2[cH:12][cH:13][c:14]([F:17])[cH:15][cH:16]2)[n:7]1.[Na+:38].[Na+:39].[O-:40][C:41](=[O:42])[O-:43].[OH2:133].[cH:56]1[cH:57][cH:58][c:59]([P:60]([Pd:61]([P:62]([c:63]2[cH:64][cH:65][cH:66][cH:67][cH:68]2)([c:69]2[cH:70][cH:71][cH:72][cH:73][cH:74]2)[c:75]2[cH:76][cH:77][cH:78][cH:79][cH:80]2)([P:81]([c:82]2[cH:83][cH:84][cH:85][cH:86][cH:87]2)([c:88]2[cH:89][cH:90][cH:91][cH:92][cH:93]2)[c:94]2[cH:95][cH:96][cH:97][cH:98][cH:99]2)[P:100]([c:101]2[cH:102][cH:103][cH:104][cH:105][cH:106]2)([c:107]2[cH:108][cH:109][cH:110][cH:111][cH:112]2)[c:113]2[cH:114][cH:115][cH:116][cH:117][cH:118]2)([c:119]2[cH:120][cH:121][cH:122][cH:123][cH:124]2)[c:125]2[cH:126][cH:127][cH:128][cH:129][cH:130]2)[cH:131][cH:132]1>>[c:2]1(-[c:32]2[cH:31][cH:30][c:29]([S:26]([CH3:25])(=[O:27])=[O:28])[cH:34][cH:33]2)[cH:3][c:4]([NH:18][c:19]2[n:20][cH:21][cH:22][n:23][cH:24]2)[n:5][c:6]([NH:8][CH:9]([CH3:10])[c:11]2[cH:12][cH:13][c:14]([F:17])[cH:15][cH:16]2)[n:7]1.